This data is from the Open Reaction Database (ORD), a public repository of structured organic reaction records. The task is: describe an organic reaction: reactants, conditions, products, and yield Reactants: CC[C@@]1(C2=C(COC1=O)C(=O)N3CC=4C=C5C=C(C=CC5=NC4C3=C2)O)O (10-hydroxy camptothecin), S(=O)(=O)([O-])OOS(=O)(=O)[O-].[K+].[K+] (potassium persulfate), C(CC)=O (propionaldehyde), S(O)(O)(=O)=O (sulfuric acid), FC(C(=O)O)(F)F (trifluoroacetic acid). The reagents and catalysts are O.O.O.O.O.O.O.S(=O)(=O)([O-])[O-].[Fe+2] (Iron (II) sulfate heptahydrate). Run in O (water), O (water). Run at time 15 minute. Product: CCC1=C2C=C(C=CC2=NC3=C1CN4C3=CC5=C(C4=O)COC(=O)[C@@]5(CC)O)O (10-Hydroxy-7-Ethyl Camptothecin). As a reaction SMILES: [CH3:1][CH2:2][C@@:3]1([OH:27])[C:8](=[O:9])[O:7][CH2:6][C:5]2[C:10]([N:12]3[C:24](=[CH:25][C:4]1=2)[C:23]1[N:22]=[C:21]2[C:16]([CH:17]=[C:18]([OH:26])[CH:19]=[CH:20]2)=[CH:15][C:14]=1[CH2:13]3)=[O:11].[CH:28](=O)[CH2:29]C.S(=O)(=O)(O)O.FC(F)(F)C(O)=O.S(OOS([O-])(=O)=O)([O-])(=O)=O.[K+].[K+]>O.O.O.O.O.O.O.O.S([O-])([O-])(=O)=O.[Fe+2]>[CH3:28][CH2:29][C:15]1[C:14]2[CH2:13][N:12]3[C:10](=[O:11])[C:5]4[CH2:6][O:7][C:8]([C@:3]([OH:27])([CH2:2][CH3:1])[C:4]=4[CH:25]=[C:24]3[C:23]=2[N:22]=[C:21]2[C:16]=1[CH:17]=[C:18]([OH:26])[CH:19]=[CH:20]2)=[O:9] |f:4.5.6,8.9.10.11.12.13.14.15.16|. Reported procedure: The 10-hydroxy camptothecin (800 mg; 2.2 mmol) is suspended in water (24 ml). Iron (II) sulfate heptahydrate (250 mg, 0.85 millimoles) is added to the suspension and then followed by the addition of propionaldehyde (3 ml). The reaction mixture is then cooled in an ice bath and concentrated sulfuric acid (1 ml) and trifluoroacetic acid (24 ml) are added. After stirring the homogeneous solution for 15 minutes, potassium persulfate (3.5 g; 6 mol equivalent) is added, and the mixture is slowly warme... Starting materials: C(C1=CC=CC=C1)N1CC(C(C1)[N+](=O)[O-])C1=C(C=C(C=C1)F)C (rac-(3R,4S)-1-benzyl-3-(4-fluoro-2-methyl-phenyl)-4-nitro-pyrrolidine), O.O.Cl[Sn]Cl (SnCl2.2H2O), C(=O)(O)[O-].[Na+] (NaHCO3). Solvent: CCOC(=O)C (EtOAc). Product: C(C1=CC=CC=C1)N1CC(C(C1)C1=C(C=C(C=C1)F)C)N (rac-(3S,4R)-1-benzyl-4-(4-fluoro-2-methyl-phenyl)-pyrrolidin-3-ylamine). Isolated yield 78.1%. As a reaction SMILES: [CH2:1]([N:8]1[CH2:12][CH:11]([N+:13]([O-])=O)[CH:10]([C:16]2[CH:21]=[CH:20][C:19]([F:22])=[CH:18][C:17]=2[CH3:23])[CH2:9]1)[C:2]1[CH:7]=[CH:6][CH:5]=[CH:4][CH:3]=1.O.O.Cl[Sn]Cl.C([O-])(O)=O.[Na+]>CCOC(C)=O>[CH2:1]([N:8]1[CH2:9][CH:10]([C:16]2[CH:21]=[CH:20][C:19]([F:22])=[CH:18][C:17]=2[CH3:23])[CH:11]([NH2:13])[CH2:12]1)[C:2]1[CH:7]=[CH:6][CH:5]=[CH:4][CH:3]=1 |f:1.2.3,4.5|. Reported procedure: To a stirred solution of rac-(3R,4S)-1-benzyl-3-(4-fluoro-2-methyl-phenyl)-4-nitro-pyrrolidine (56 mg, 0.18 mmol) in EtOAc (5 ml) was added in one portion SnCl2.2H2O (201 mg, 0.89 mmol). The reaction mixture was then heated at reflux for 2 hours, cooled down to RT and a saturated aqueous solution of NaHCO3 (100 ml) was added. The salts were filtered off and the product extracted with EtOAc. The organic phases were then dried over Na2SO4, and concentration under vacuum gave 40 mg (79%) of rac-(3S...